From a dataset of the Open Reaction Database (ORD), a public repository of structured organic reaction records. describe an organic reaction: reactants, conditions, products, and yield Reactants: COc1ccc(S(=O)(=O)NC(CC(=O)NCc2ccccc2)C(=O)OCc2ccccc2)cc1, ClCCl, O=S(=O)(O)O. Product: COc1ccc(S(=O)(=O)N2CN(Cc3ccccc3)C(=O)CC2C(=O)OCc2ccccc2)cc1. Reaction SMILES: [CH2:1]([c:2]1[cH:3][cH:4][cH:5][cH:6][cH:7]1)[O:8][C:9]([CH:10]([CH2:11][C:12](=[O:13])[NH:14][CH2:15][c:16]1[cH:17][cH:18][cH:19][cH:20][cH:21]1)[NH:22][S:23](=[O:24])(=[O:25])[c:26]1[cH:27][cH:28][c:29]([O:32][CH3:33])[cH:30][cH:31]1)=[O:34].[Cl:40][CH2:41][Cl:42].[S:35](=[O:36])(=[O:37])([OH:38])[OH:39]>>[CH2:1]([c:2]1[cH:3][cH:4][cH:5][cH:6][cH:7]1)[O:8][C:9]([CH:10]1[CH2:11][C:12](=[O:13])[N:14]([CH2:15][c:16]2[cH:17][cH:18][cH:19][cH:20][cH:21]2)[CH2:41][N:22]1[S:23](=[O:24])(=[O:25])[c:26]1[cH:27][cH:28][c:29]([O:32][CH3:33])[cH:30][cH:31]1)=[O:34].